The task is: describe an organic reaction: reactants, conditions, products, and yield. This data is from the Open Reaction Database (ORD), a public repository of structured organic reaction records. Reactants: O=C1N(Cc2ccnc(Br)c2)CCCC12CCN(c1cnc3ccccc3n1)CC2, C[O-], CO, [Na+]. As a reaction SMILES: [Br:1][c:2]1[n:3][cH:4][cH:5][c:6]([CH2:8][N:9]2[C:10](=[O:30])[C:11]3([CH2:12][CH2:13][CH2:14]2)[CH2:15][CH2:16][N:17]([c:20]2[n:21][c:22]4[cH:23][cH:24][cH:25][cH:26][c:27]4[n:28][cH:29]2)[CH2:18][CH2:19]3)[cH:7]1.[CH3:31][O-:32].[CH3:34][OH:35].[Na+:33]>>[c:2]1([O:32][CH3:31])[n:3][cH:4][cH:5][c:6]([CH2:8][N:9]2[C:10](=[O:30])[C:11]3([CH2:12][CH2:13][CH2:14]2)[CH2:15][CH2:16][N:17]([c:20]2[n:21][c:22]4[cH:23][cH:24][cH:25][cH:26][c:27]4[n:28][cH:29]2)[CH2:18][CH2:19]3)[cH:7]1. The product is COc1cc(CN2CCCC3(CCN(c4cnc5ccccc5n4)CC3)C2=O)ccn1. Reactants: C(C(=O)OCC)(=O)OCC (diethyl oxalate), [O-]CC.[K+] (potassium ethoxide), C(C1=CC=CC=C1)N(C1=NC=C(C(=C1)C)[N+](=O)[O-])CC1=CC=CC=C1 (2-(dibenzylamino)-5-nitro-4-methylpyridine). Run in C(C)OCC (diethyl ether), C(C)OCC (diethyl ether). Run at time 20 minute. The product is C(C1=CC=CC=C1)N(C1=NC=C(C(=C1)\C=C(\C(=O)OCC)/[O-])[N+](=O)[O-])CC1=CC=CC=C1.[K+] (potassium (1Z)-1-[2-(dibenzylamino)-5-nitropyridin-4-yl]-3-ethoxy-3-oxoprop-1-en-2-olate). Isolated yield 76.6%. Reaction SMILES: [O-]CC.[K+:4].[C:5]([O:12][CH2:13][CH3:14])(=[O:11])[C:6]([O:8]CC)=O.[CH2:15]([N:22]([CH2:33][C:34]1[CH:39]=[CH:38][CH:37]=[CH:36][CH:35]=1)[C:23]1[CH:28]=[C:27]([CH3:29])[C:26]([N+:30]([O-:32])=[O:31])=[CH:25][N:24]=1)[C:16]1[CH:21]=[CH:20][CH:19]=[CH:18][CH:17]=1>C(OCC)C>[CH2:33]([N:22]([CH2:15][C:16]1[CH:21]=[CH:20][CH:19]=[CH:18][CH:17]=1)[C:23]1[CH:28]=[C:27](/[CH:29]=[C:6](\[O-:8])/[C:5]([O:12][CH2:13][CH3:14])=[O:11])[C:26]([N+:30]([O-:32])=[O:31])=[CH:25][N:24]=1)[C:34]1[CH:35]=[CH:36][CH:37]=[CH:38][CH:39]=1.[K+:4] |f:0.1,5.6|. Procedure: To a suspension of potassium ethoxide (2.21 g, 26.3 mmol) in diethyl ether (20 mL) was added diethyl oxalate (3.57 mL, 26.3 mmol) under a nitrogen atmosphere. The reaction exhibited a slight exotherm and the reaction mixture was stirred for 20 min. The heterogeneous mixture became a homogeneous orange solution and then became a heterogeneous thick slurry and the stirring was ceased. In a separate container 2-(dibenzylamino)-5-nitro-4-methylpyridine (8.76 g, 26.3 mmol) was diluted with diethyl et... Reactants: NC1=C(C(=O)NC=2C=CC=C3C=C(C=NC23)Br)C=CC=C1 (8-(2-aminobenzoylamino)-3-bromoquinoline), C(C)(=O)OC(C)=O (acetic anhydride), N1=CC=CC=C1 (pyridine). Run in C(CCl)Cl (ethylene chloride), ClCCl (dichloromethane). Reaction conditions: time 20 hour. Yields the product C(C)(=O)NC1=C(C(=O)NC=2C=CC=C3C=C(C=NC23)Br)C=CC=C1 (8-(2-acetamidobenzoylamino)-3-bromoquinoline). Isolated yield 89.1%. As a reaction SMILES: [NH2:1][C:2]1[CH:21]=[CH:20][CH:19]=[CH:18][C:3]=1[C:4]([NH:6][C:7]1[CH:8]=[CH:9][CH:10]=[C:11]2[C:16]=1[N:15]=[CH:14][C:13]([Br:17])=[CH:12]2)=[O:5].[C:22](OC(=O)C)(=[O:24])[CH3:23].N1C=CC=CC=1>C(Cl)CCl.ClCCl>[C:22]([NH:1][C:2]1[CH:21]=[CH:20][CH:19]=[CH:18][C:3]=1[C:4]([NH:6][C:7]1[CH:8]=[CH:9][CH:10]=[C:11]2[C:16]=1[N:15]=[CH:14][C:13]([Br:17])=[CH:12]2)=[O:5])(=[O:24])[CH3:23]. Reported procedure: A mixture of 8-(2-aminobenzoylamino)-3-bromoquinoline (200 mg), acetic anhydride (71.6 mg) and pyridine (139 mg) in ethylene chloride (4 ml) was stirred for 20 hours at ambient temperature. The mixture was diluted with dichloromethane, washed with water, dried over magnesium sulfate and evaporated in vacuo. The residue was suspended in hot ethanol and allowed to cool to ambient temperature. The resulting precipitates were collected by filtration to give 8-(2-acetamidobenzoylamino)-3-bromoquinoli...